This data is from the Open Reaction Database (ORD), a public repository of structured organic reaction records. The task is: describe an organic reaction: reactants, conditions, products, and yield The reactants are CCO, O=[N+]([O-])c1ccc2[nH]nc(-c3ccccc3)c2c1, N, O=S(=O)([O-])[O-], O. Product: Nc1ccc2[nH]nc(-c3ccccc3)c2c1. As a reaction SMILES: [CH3:19][CH2:20][OH:21].[N+:1]([O-:2])(=[O:3])[c:4]1[cH:5][c:6]2[c:7](-[c:13]3[cH:14][cH:15][cH:16][cH:17][cH:18]3)[n:8][nH:9][c:10]2[cH:11][cH:12]1.[NH3:27].[O-:22][S:23](=[O:24])(=[O:25])[O-:26].[OH2:28]>>[NH2:1][c:4]1[cH:5][c:6]2[c:7](-[c:13]3[cH:14][cH:15][cH:16][cH:17][cH:18]3)[n:8][nH:9][c:10]2[cH:11][cH:12]1. Starting materials: O=CC1=CC(O)=C(OC)C=C1 (iso-vanillin), Cl.NO (hydroxylamine hydrochloride), [Si](C)(C)(C(C)(C)C)Cl (tert-butyldimethylsilyl chloride), [H-].[Na+] (sodium hydride). Run in CN(C=O)C (dimethylformamide), O1CCCC1 (tetrahydrofuran), O1CCCC1 (tetrahydrofuran). Reaction conditions: time 8 hour. Product: [Si](C)(C)(C(C)(C)C)OC=1C=C(C#N)C=CC1OC (3-tert-Butyldimethylsilyloxy-4-methoxybenzonitrile). Yield: 84.9%. Reaction SMILES: O=[CH:2][C:3]1[CH:11]=[CH:10][C:7]([O:8][CH3:9])=[C:5]([OH:6])[CH:4]=1.Cl.[NH2:13]O.[H-].[Na+].[Si:17](Cl)([C:20]([CH3:23])([CH3:22])[CH3:21])([CH3:19])[CH3:18]>CN(C)C=O.O1CCCC1>[Si:17]([O:6][C:5]1[CH:4]=[C:3]([CH:11]=[CH:10][C:7]=1[O:8][CH3:9])[C:2]#[N:13])([C:20]([CH3:23])([CH3:22])[CH3:21])([CH3:19])[CH3:18] |f:1.2,3.4|. Procedure: A solution of iso-vanillin (10.0 g) in dimethylformamide (100 mL) was treated with hydroxylamine hydrochloride (9.14 g) and heated under reflux for 1 hour. The dimethylformamide was removed under reduced pressure and the residue partitioned between ethyl acetate and water. The aqueous fraction was exhaustively extracted with ethyl acetate and the combined organic fractions were dried over sodium sulfate and concentrated in vacuo to afford a brown solid, which was dissolved in tetrahydrofuran (20... Reactants: CC(=O)OC1Cc2cccc([N+](=O)[O-])c2C1, CCOC(C)=O, CCO, [Cl-], [Fe], [NH4+], O. Yields the product CC(=O)OC1Cc2cccc(N)c2C1. Reaction SMILES: [C:1]([CH3:2])(=[O:3])[O:4][CH:5]1[CH2:6][c:7]2[cH:8][cH:9][cH:10][c:11]([N+:14]([O-:15])=[O:16])[c:12]2[CH2:13]1.[CH2:23]([O:24][C:25](=[O:26])[CH3:27])[CH3:28].[CH3:19][CH2:20][OH:21].[Cl-:17].[Fe:29].[NH4+:18].[OH2:22]>>[C:1]([CH3:2])(=[O:3])[O:4][CH:5]1[CH2:6][c:7]2[cH:8][cH:9][cH:10][c:11]([NH2:14])[c:12]2[CH2:13]1. Reactants: C1=CC=CC2=CC3=CC=CC=C3C=C12 (anthracene), ClC1=CC=2C(C3=CC=CC=C3C(C2C=C1)=O)=O (2-chloroanthraquinone), CCCCCC (hexane), C1=CC=CC=2C(C3=CC=CC=C3C(C12)=O)=O (anthraquinone). The reagents and catalysts are [Zn] (zinc), [Zn] (Zinc). Solvent: C(Cl)Cl (methylene chloride), [OH-].[NH4+] (ammonium hydroxide), O (water), C(Cl)Cl (methylene chloride). Reaction conditions: temperature 40 celsius, time 45 minute. Product: ClC1=CC2=CC3=CC=CC=C3C=C2C=C1 (2-Chloroanthracene). The yield is 14.4%. As a reaction SMILES: [Cl:1][C:2]1[CH:15]=[CH:14][C:13]2[C:12](=O)[C:11]3[C:6](=[CH:7][CH:8]=[CH:9][CH:10]=3)[C:5](=O)[C:4]=2[CH:3]=1.CCCCCC.C1C2C(=O)C3C(=CC=CC=3)C(=O)C=2C=CC=1.C1C2C(=CC3C(C=2)=CC=CC=3)C=CC=1>[OH-].[NH4+].O.[Zn].C(Cl)Cl>[Cl:1][C:2]1[CH:15]=[CH:14][C:13]2[C:4](=[CH:5][C:6]3[C:11]([CH:12]=2)=[CH:10][CH:9]=[CH:8][CH:7]=3)[CH:3]=1 |f:4.5|. Procedure details: A stirred suspension of 2-chloroanthraquinone (1260 g, 5.19 mol) in concentrated ammonium hydroxide (7.5 L) and water (2.5 L) was warmed to 40° C. Zinc dust (845 g, 12.93 mol) was added in one portion, changing the color to deep red. The mixture was stirred for 45 min at 50° C., then cautiously treated with a second portion of zinc dust (845 g). After the addition, the stirred mixture was heated gradually over 3 h to 90° C., then maintained at 90°-95° C. for 2 h (red color dissipated). TLC analy...